Task: describe an organic reaction: reactants, conditions, products, and yield. Dataset: the Open Reaction Database (ORD), a public repository of structured organic reaction records Reactants: ClC1=C(OC#CC(C)(C)C)C=CC(=C1)Cl (1-(2,4-dichlorophenoxy)-3,3-dimethylbut-1-yne), ClC1=C(C=CC(=C1)Cl)O (2,4-dichlorophenol), C1(=CC=CC=C1)O (phenol), phenoxyalkyne. The reagents and catalysts are [Cl-].[Zn+2].[Cl-] (zinc chloride). Run at temperature 160 celsius, time 30 minute. Yields the product ClC1=C(OC(=CC(C)(C)C)OC2=C(C=C(C=C2)Cl)Cl)C=CC(=C1)Cl (1,1-bis-(2,4-dichlorophenoxy)-3,3-dimethylbut-1-ene). As a reaction SMILES: [Cl:1][C:2]1[CH:14]=[C:13]([Cl:15])[CH:12]=[CH:11][C:3]=1[O:4][C:5]#[C:6][C:7]([CH3:10])([CH3:9])[CH3:8].[Cl:16][C:17]1[CH:22]=[C:21]([Cl:23])[CH:20]=[CH:19][C:18]=1[OH:24].C1(O)C=CC=CC=1>[Cl-].[Zn+2].[Cl-]>[Cl:1][C:2]1[CH:14]=[C:13]([Cl:15])[CH:12]=[CH:11][C:3]=1[O:4][C:5]([O:24][C:18]1[CH:19]=[CH:20][C:21]([Cl:23])=[CH:22][C:17]=1[Cl:16])=[CH:6][C:7]([CH3:10])([CH3:9])[CH3:8] |f:3.4.5|. Procedure details: 24.3 g (0.1 mole) of 1-(2,4-dichlorophenoxy)-3,3-dimethylbut-1-yne were initially taken together with 16.3 g (0.1 mole) of 2,4-dichlorophenol and 1.4 g (0.01 mole) of zinc chloride, and the stirred mixture was heated at 160° C. After 30 minutes, the phenol had reacted quantitatively with the phenoxyalkyne to give 1,1-bis-(2,4-dichlorophenoxy)-3,3-dimethylbut-1-ene.